Dataset: the Open Reaction Database (ORD), a public repository of structured organic reaction records. Task: describe an organic reaction: reactants, conditions, products, and yield Reactants: FC1=CC=C(OC2=CC=C(N)C=C2)C=C1 (4-(4-fluorophenoxy)aniline), C(C)(C)(C)OC(=O)N[C@H](C(=O)O)CCCC1=CC=CC=C1 ((S)-2-(tert-butoxycarbonylamino)-5-phenylpentanoic acid). Yields the product N[C@H](C(=O)NC1=CC=C(C=C1)OC1=CC=C(C=C1)F)CCCC1=CC=CC=C1 ((S)-2-amino-N-(4-(4-fluorophenoxy)phenyl)-5-phenylpentanamide). The yield is 21.0%. Reaction SMILES: [F:1][C:2]1[CH:15]=[CH:14][C:5]([O:6][C:7]2[CH:13]=[CH:12][C:10]([NH2:11])=[CH:9][CH:8]=2)=[CH:4][CH:3]=1.C(OC([NH:23][C@@H:24]([CH2:28][CH2:29][CH2:30][C:31]1[CH:36]=[CH:35][CH:34]=[CH:33][CH:32]=1)[C:25](O)=[O:26])=O)(C)(C)C>>[NH2:23][C@@H:24]([CH2:28][CH2:29][CH2:30][C:31]1[CH:32]=[CH:33][CH:34]=[CH:35][CH:36]=1)[C:25]([NH:11][C:10]1[CH:12]=[CH:13][C:7]([O:6][C:5]2[CH:14]=[CH:15][C:2]([F:1])=[CH:3][CH:4]=2)=[CH:8][CH:9]=1)=[O:26]. Reported procedure: Proceeding as in Reference 5, but substituting 4-(4-fluorophenoxy)aniline and (S)-2-(tert-butoxycarbonylamino)-5-phenylpentanoic acid, gave (S)-2-amino-N-(4-(4-fluorophenoxy)phenyl)-5-phenylpentanamide (165 mg, 21%). Procedure details: A solution of 21.0 g (70.57 mmol) of (2-chloro-6-phenoxy-phenyl)-bromomethane in 16.5 ml of ethanol is added dropwise at 80° C. to a solution of 4.5 g (91.74 mmol) of sodium cyanide in 9.2 ml of water and 2.3 ml of ethanol and the reaction mixture is boiled under reflux for 4 hours. After cooling, the mixture is concentrated using a rotary evaporator, the residue is taken up in ethyl acetate and the organic phase is washed 2× with water and 1× with brine, dried over sodium sulfate, concentrated ... Isolated yield 63.0%. Product: ClC1=C(C(=CC=C1)OC1=CC=CC=C1)CC#N ((2-chloro-6-phenoxyphenyl)-acetonitrile). The reactants are ClC1=C(C(=CC=C1)OC1=CC=CC=C1)CBr ((2-chloro-6-phenoxy-phenyl)-bromomethane), [C-]#N.[Na+] (sodium cyanide). Reaction SMILES: [Cl:1][C:2]1[CH:7]=[CH:6][CH:5]=[C:4]([O:8][C:9]2[CH:14]=[CH:13][CH:12]=[CH:11][CH:10]=2)[C:3]=1[CH2:15]Br.[C-:17]#[N:18].[Na+]>C(O)C.O>[Cl:1][C:2]1[CH:7]=[CH:6][CH:5]=[C:4]([O:8][C:9]2[CH:14]=[CH:13][CH:12]=[CH:11][CH:10]=2)[C:3]=1[CH2:15][C:17]#[N:18] |f:1.2|. Run in C(C)O (ethanol), O (water), C(C)O (ethanol). Starting materials: O=C([O-])[O-], CCC1NC(=O)NC1=O, CC(C)(C)OC(=O)N1CCC(OS(C)(=O)=O)CC1, [K+], [K+], CN(C)C=O. Product: CCC1NC(=O)N(C2CCN(C(=O)OC(C)(C)C)CC2)C1=O. As a reaction SMILES: [C:10](=[O:11])([O-:12])[O-:13].[CH2:1]([CH3:2])[CH:3]1[C:4](=[O:9])[NH:5][C:6](=[O:8])[NH:7]1.[CH3:16][S:17]([O:18][CH:21]1[CH2:22][CH2:23][N:24]([C:27](=[O:28])[O:29][C:30]([CH3:31])([CH3:32])[CH3:33])[CH2:25][CH2:26]1)(=[O:19])=[O:20].[K+:14].[K+:15].[O:34]=[CH:35][N:36]([CH3:37])[CH3:38]>>[CH2:1]([CH3:2])[CH:3]1[C:4](=[O:9])[N:5]([CH:21]2[CH2:22][CH2:23][N:24]([C:27](=[O:28])[O:29][C:30]([CH3:31])([CH3:32])[CH3:33])[CH2:25][CH2:26]2)[C:6](=[O:8])[NH:7]1. The reactants are FC1=CC=C(C=C1)C1CCC(N1S(=O)(=O)C1=CC=C(C=C1)C)C=1N=NNN1 ((2RS,5SR)-5-[5-(4-fluoro-phenyl)-1-(toluene-4-sulfonyl)-pyrrolidin-2-yl]-2H-tetrazole), C([O-])([O-])=O.[K+].[K+] (potassium carbonate), CI (methyl iodide). The solvent is CC(=O)C (acetone). Product: FC1=CC=C(C=C1)C1CCC(N1S(=O)(=O)C1=CC=C(C=C1)C)C=1N=NN(N1)C ((2RS,5SR)-5-[5-(4-Fluoro-phenyl)-1-(toluene-4-sulfonyl)-pyrrolidin-2-yl]-2-methyl-2H-tetrazole). Yield: 58.9%. As a reaction SMILES: [F:1][C:2]1[CH:7]=[CH:6][C:5]([CH:8]2[N:12]([S:13]([C:16]3[CH:21]=[CH:20][C:19]([CH3:22])=[CH:18][CH:17]=3)(=[O:15])=[O:14])[CH:11]([C:23]3[N:24]=[N:25][NH:26][N:27]=3)[CH2:10][CH2:9]2)=[CH:4][CH:3]=1.[C:28](=O)([O-])[O-].[K+].[K+].CI>CC(C)=O>[F:1][C:2]1[CH:3]=[CH:4][C:5]([CH:8]2[N:12]([S:13]([C:16]3[CH:21]=[CH:20][C:19]([CH3:22])=[CH:18][CH:17]=3)(=[O:15])=[O:14])[CH:11]([C:23]3[N:24]=[N:25][N:26]([CH3:28])[N:27]=3)[CH2:10][CH2:9]2)=[CH:6][CH:7]=1 |f:1.2.3|. Reported procedure: To a stirred solution of (2RS,5SR)-5-[5-(4-fluoro-phenyl)-1-(toluene-4-sulfonyl)-pyrrolidin-2-yl]-2H-tetrazole (0.72 g, 1.86 mmol) in acetone (30 ml) was added at room temperature potassium carbonate (0.51 g, 3.72 mmol) and methyl iodide (0.23 ml, 3.72 mmol) and the reaction mixture was heated under reflux conditions for 3 h. Aqueous work-up, column chromatography on silica gel (ethyl acetate/hexane 2:3) and crystallization from ethyl acetate/hexane yielded the title compound (0.44 g, 59%) as a ... Starting materials: CCOC(C)=O, CC=Cc1cc(C=O)cc(OC)c1, O=[Pt]. Reaction SMILES: [CH3:14][CH2:15][O:16][C:17](=[O:18])[CH3:19].[CH3:1][O:2][c:3]1[cH:4][c:5]([CH:6]=[O:7])[cH:8][c:9]([CH:11]=[CH:12][CH3:13])[cH:10]1.[Pt:20]=[O:21]>>[CH3:1][O:2][c:3]1[cH:4][c:5]([CH:6]=[O:7])[cH:8][c:9]([CH2:11][CH2:12][CH3:13])[cH:10]1. Product: CCCc1cc(C=O)cc(OC)c1. Reactants: C(=C)C(=O)C (methyl vinyl ketone), aminoacetal, NC(C=O)CC (aminobutanal), diethyl acetal, C(CCCC)=O (pentanal), C(=C)C(=O)C (methyl vinyl ketone), hexanal dialkylacetal. Run in C(C)OCC (diethyl ether). Conditions: temperature 0 celsius, time 2 hour. Product: C1CCN2CCC(CC12)=O (7-octahydroindolizinone), C1C(CCN2CCCCC12)=O (2-octahydro-2H-quinolizinone), 4-(1-azabicyclo[5.4.0]undecan)ones. RXN SMILES: [CH:1]([C:3]([CH3:5])=[O:4])=[CH2:2].[NH2:6][CH:7](CC)[CH:8]=O.[CH:12](=[O:17])[CH2:13][CH2:14][CH2:15][CH3:16]>C(OCC)C>[CH2:14]1[CH:15]2[N:6]([CH2:2][CH2:1][C:3](=[O:4])[CH2:5]2)[CH2:12][CH2:13]1.[CH2:13]1[CH:14]2[N:6]([CH2:3][CH2:5][CH2:16][CH2:15]2)[CH2:7][CH2:8][C:12]1=[O:17]. Procedure details: The compounds of Formula (A) are prepared by acid treatment of the addition product of methyl vinyl ketone and an aminobutanal, pentanal, or hexanal dialkylacetal, such as diethyl acetal. The reaction is performed by first dissolving the appropriate aminoacetal in an appropriate solvent, typically diethyl ether at 0° C., and then adding approximately 1.7 equivalents of methyl vinyl ketone. Typically the reaction is allowed to stir at 0° C. for approximately 2 hours before acidification by additi... Starting materials: C(C1=CC=CC=C1)OC(=O)N1CCC(CC1)C=1OC(=C(N1)C(=O)OC)C1=C(C=C(C=C1)F)F (4-[5-(2,4-Difluoro-phenyl)-4-methoxycarbonyl-oxazol-2-yl]-piperidine-1-carboxylic acid benzyl ester), CO (methanol), [BH4-].[Li+] (Lithium borohydride). The solvent is CCOCC (ether). The product is C(C1=CC=CC=C1)OC(=O)N1CCC(CC1)C=1OC(=C(N1)CO)C1=C(C=C(C=C1)F)F (4-[5-(2,4-Difluoro-phenyl)-4-hydroxymethyl-oxazol-2-yl]-piperidine-1-carboxylic acid benzyl ester). RXN SMILES: [CH2:1]([O:8][C:9]([N:11]1[CH2:16][CH2:15][CH:14]([C:17]2[O:18][C:19]([C:26]3[CH:31]=[CH:30][C:29]([F:32])=[CH:28][C:27]=3[F:33])=[C:20]([C:22](OC)=[O:23])[N:21]=2)[CH2:13][CH2:12]1)=[O:10])[C:2]1[CH:7]=[CH:6][CH:5]=[CH:4][CH:3]=1.CO.[BH4-].[Li+]>CCOCC>[CH2:1]([O:8][C:9]([N:11]1[CH2:12][CH2:13][CH:14]([C:17]2[O:18][C:19]([C:26]3[CH:31]=[CH:30][C:29]([F:32])=[CH:28][C:27]=3[F:33])=[C:20]([CH2:22][OH:23])[N:21]=2)[CH2:15][CH2:16]1)=[O:10])[C:2]1[CH:7]=[CH:6][CH:5]=[CH:4][CH:3]=1 |f:2.3|. Reported procedure: To a 0.5 liter round bottom flask fitted with a condenser, nitrogen inlet, and mechanical stirrer is added 30.25 g, 66.3 mmoles of 4-[5-(2,4-Difluoro-phenyl)-4-methoxycarbonyl-oxazol-2-yl]-piperidine-1-carboxylic acid benzyl ester, and a mixture of methanol and ether (4 mL to 200 mL). Lithium borohydride 2.17 g (0.1 mol) is added in three portions and then the mixture is stirred and heated to reflux for 30 minutes. The reaction is allowed to cool and carefully quenched with 400 mL of 0.5 N hydro... Reactants: NC1=C2CCN(CC2=CC=C1)C (5-Amino-2-methyl-1,2,3,4-tetrahydroisoquinoline), FC1=C(C(=O)Cl)C=CC=C1 (2-fluorobenzoyl chloride), C1NCCC2=CC=CC=C12 (tetrahydroisoquinoline), C([O-])(O)=O.[K+] (potassium bicarbonate). The solvent is C1=CC=CC=C1 (benzene), C1=CC=CC=C1 (benzene). The product is FC1=C(C(=O)NC2=C3CCN(CC3=CC=C2)C)C=CC=C1 (5-(2-Fluorobenzamido)-2-methyl-1,2,3,4-tetrahydroisoquinoline). RXN SMILES: [NH2:1][C:2]1[CH:11]=[CH:10][CH:9]=[C:8]2[C:3]=1[CH2:4][CH2:5][N:6]([CH3:12])[CH2:7]2.C(=O)(O)[O-].[K+].[F:18][C:19]1[CH:27]=[CH:26][CH:25]=[CH:24][C:20]=1[C:21](Cl)=[O:22].C1C2C(=CC=CC=2)CCN1>C1C=CC=CC=1>[F:18][C:19]1[CH:27]=[CH:26][CH:25]=[CH:24][C:20]=1[C:21]([NH:1][C:2]1[CH:11]=[CH:10][CH:9]=[C:8]2[C:3]=1[CH2:4][CH2:5][N:6]([CH3:12])[CH2:7]2)=[O:22] |f:1.2|. Procedure details: 5-Amino-2-methyl-1,2,3,4-tetrahydroisoquinoline (5.0 g) prepared as in Example 4 was dissolved in dry benzene (75 ml) and 0.5 g of dry potassium bicarbonate was added. A 0.1 mole excess of 2-fluorobenzoyl chloride was dissolved in dry benzene (75 ml) and this solution was added to the solution of the tetrahydroisoquinoline. A white precipitate formed immediately. The mixture was refluxed for 1 hour to insure that the reaction had gone to completion. The precipitate was collected by vacuum filtra... The reactants are C(#N)C=1C=CC2=C(S(C3=C(C=C2)C=CC=C3)(=O)=O)C1 (3-cyano-dibenzo[b,f]thiepin-5,5-dioxide), N1=CC=CC=C1 (pyridine), C(C)(=O)O (acetic acid), [PH2](=O)[O-].[Na+] (sodium hypophosphite). The reagents and catalysts are [Ni] (Raney nickel). Solvent: O (water). Reaction conditions: temperature 25 celsius, time 24 hour. Yields the product C1=CC(=CC=2S(C3=C(C=CC21)C=CC=C3)(=O)=O)C=O (Dibenzo[b,f]thiepin-3-carboxaldehyde-5,5-dioxide). As a reaction SMILES: [C:1]([C:3]1[CH:4]=[CH:5][C:6]2[CH:12]=[CH:11][C:10]3[CH:13]=[CH:14][CH:15]=[CH:16][C:9]=3[S:8](=[O:18])(=[O:17])[C:7]=2[CH:19]=1)#N.N1C=CC=CC=1.C(O)(=[O:28])C.[PH2]([O-])=O.[Na+]>[Ni].O>[CH:5]1[C:6]2[CH:12]=[CH:11][C:10]3[CH:13]=[CH:14][CH:15]=[CH:16][C:9]=3[S:8](=[O:18])(=[O:17])[C:7]=2[CH:19]=[C:3]([CH:1]=[O:28])[CH:4]=1 |f:3.4|. Procedure details: Mix 267 mg (1 mmole) of 3-cyano-dibenzo[b,f]thiepin-5,5-dioxide, 10 ml pyridine, 5 ml acetic acid, and 5 ml water. Add 0.5 g sodium hypophosphite and approximately 0.1 g Raney nickel. Stir at 25° C. for 24 hours and then at 45°-50° C. for 2 hours. Filter the reaction mixture to remove the catalyst and wash any product from the catalyst using 10 ml ethyl acetate. Add 10 ml 6N hydrochloric acid and separate the organic layer containing the product. Evaporate the organic layer to obtain a solid res... The reactants are COC(=O)c1ccc(-c2nnc(-c3ccccc3)o2)cc1, [Li+], [OH-]. The product is O=C(O)c1ccc(-c2nnc(-c3ccccc3)o2)cc1. RXN SMILES: [CH3:1][O:2][C:3]([c:4]1[cH:5][cH:6][c:7](-[c:10]2[o:11][c:12](-[c:15]3[cH:16][cH:17][cH:18][cH:19][cH:20]3)[n:13][n:14]2)[cH:8][cH:9]1)=[O:21].[Li+:22].[OH-:23]>>[O:2]=[C:3]([c:4]1[cH:5][cH:6][c:7](-[c:10]2[o:11][c:12](-[c:15]3[cH:16][cH:17][cH:18][cH:19][cH:20]3)[n:13][n:14]2)[cH:8][cH:9]1)[OH:21].